This data is from the Open Reaction Database (ORD), a public repository of structured organic reaction records. The task is: describe an organic reaction: reactants, conditions, products, and yield Reactants: COC(=O)c1c(NCCNC(=O)OC(C)(C)C)cccc1[N+](=O)[O-], CCOC(C)=O, [Li+], [OH-]. Product: CC(C)(C)OC(=O)NCCNc1cccc([N+](=O)[O-])c1C(=O)O. RXN SMILES: [CH3:1][O:2][C:3]([c:4]1[c:5]([NH:13][CH2:14][CH2:15][NH:16][C:17](=[O:18])[O:19][C:20]([CH3:21])([CH3:22])[CH3:23])[cH:6][cH:7][cH:8][c:9]1[N+:10](=[O:11])[O-:12])=[O:24].[CH3:27][CH2:28][O:29][C:30](=[O:31])[CH3:32].[Li+:25].[OH-:26]>>[O:2]=[C:3]([c:4]1[c:5]([NH:13][CH2:14][CH2:15][NH:16][C:17](=[O:18])[O:19][C:20]([CH3:21])([CH3:22])[CH3:23])[cH:6][cH:7][cH:8][c:9]1[N+:10](=[O:11])[O-:12])[OH:24]. The reactants are Cc1ccc(NC(=O)CBr)nn1, CC#N, O=C(OC1CN2CCC1CC2)C1(c2ccccc2)CCCCCC1. Yields the product [Br-], Cc1ccc(NC(=O)C[N+]23CCC(CC2)C(OC(=O)C2(c4ccccc4)CCCCCC2)C3)nn1. Reaction SMILES: [Br:25][CH2:26][C:27](=[O:28])[NH:29][c:30]1[n:31][n:32][c:33]([CH3:36])[cH:34][cH:35]1.[CH3:37][C:38]#[N:39].[N:1]12[CH2:2][CH:3]([O:9][C:10](=[O:11])[C:12]3([c:19]4[cH:20][cH:21][cH:22][cH:23][cH:24]4)[CH2:13][CH2:14][CH2:15][CH2:16][CH2:17][CH2:18]3)[CH:4]([CH2:5][CH2:6]1)[CH2:7][CH2:8]2>>[Br-:25].[N+:1]12([CH2:26][C:27](=[O:28])[NH:29][c:30]3[n:31][n:32][c:33]([CH3:36])[cH:34][cH:35]3)[CH2:2][CH:3]([O:9][C:10](=[O:11])[C:12]3([c:19]4[cH:20][cH:21][cH:22][cH:23][cH:24]4)[CH2:13][CH2:14][CH2:15][CH2:16][CH2:17][CH2:18]3)[CH:4]([CH2:5][CH2:6]1)[CH2:7][CH2:8]2. The reactants are C1(CC1)C(CC(=O)C1=C(C=C(C=C1)SC)OC)=O (3-cyclopropyl-1-(2-methoxy-4-methylsulphenylphenyl)-propan-1,3-dione), C(OCC)(OCC)OCC (triethyl orthoformate). Solvent: C(C)(=O)OC(C)=O (acetic anhydride). The product is C1(CC1)C(C(C(=O)C1=C(C=C(C=C1)SC)OC)=COCC)=O (3-cyclopropyl-2-ethoxymethylene-1-(2-methoxy-4-methylsulphenylphenyl)-propan-1,3-dione). The yield is 99.4%. Reaction SMILES: [CH:1]1([C:4](=[O:18])[CH2:5][C:6]([C:8]2[CH:13]=[CH:12][C:11]([S:14][CH3:15])=[CH:10][C:9]=2[O:16][CH3:17])=[O:7])[CH2:3][CH2:2]1.[CH:19](OCC)(OCC)[O:20][CH2:21][CH3:22]>C(OC(=O)C)(=O)C>[CH:1]1([C:4](=[O:18])[C:5](=[CH:19][O:20][CH2:21][CH3:22])[C:6]([C:8]2[CH:13]=[CH:12][C:11]([S:14][CH3:15])=[CH:10][C:9]=2[O:16][CH3:17])=[O:7])[CH2:3][CH2:2]1. Reported procedure: A mixture of 3-cyclopropyl-1-(2-methoxy-4-methylsulphenylphenyl)-propan-1,3-dione (25.4 g) and triethyl orthoformate (39 g) in acetic anhydride was stirred and heated at reflux for 3 hours. After cooling the mixture was evaporated to dryness and the residue was dissolved in toluene and re-evaporated to dryness to give 3-cyclopropyl-2-ethoxymethylene-1-(2-methoxy-4-methylsulphenylphenyl)-propan-1,3-dione (30.6 g) as a red gum which was not further purified.